Dataset: the Open Reaction Database (ORD), a public repository of structured organic reaction records. Task: describe an organic reaction: reactants, conditions, products, and yield Reactants: FC=1C=C(C=CC1F)O (3,4-difluorophenol), ClC1=NC(=NC(=C1)C)NC1=CC(=C(C=C1)N1C=NC(=C1)C)OC ((4-chloro-6-methyl-pyrimidin-2-yl)-[3-methoxy-4-(4-methyl-imidazol-1-yl)-phenyl]-amine). Product: FC=1C=C(OC2=NC(=NC(=C2)C)NC2=CC(=C(C=C2)N2C=NC(=C2)C)OC)C=CC1F ([4-(3,4-Difluoro-phenoxy)-6-methyl-pyrimidin-2-yl]-[3-methoxy-4-(4-methyl-imidazol-1-yl)-phenyl]-amine). Yield: 81.0%. Reaction SMILES: [F:1][C:2]1[CH:3]=[C:4]([OH:9])[CH:5]=[CH:6][C:7]=1[F:8].Cl[C:11]1[CH:16]=[C:15]([CH3:17])[N:14]=[C:13]([NH:18][C:19]2[CH:24]=[CH:23][C:22]([N:25]3[CH:29]=[C:28]([CH3:30])[N:27]=[CH:26]3)=[C:21]([O:31][CH3:32])[CH:20]=2)[N:12]=1>>[F:1][C:2]1[CH:3]=[C:4]([CH:5]=[CH:6][C:7]=1[F:8])[O:9][C:11]1[CH:16]=[C:15]([CH3:17])[N:14]=[C:13]([NH:18][C:19]2[CH:24]=[CH:23][C:22]([N:25]3[CH:29]=[C:28]([CH3:30])[N:27]=[CH:26]3)=[C:21]([O:31][CH3:32])[CH:20]=2)[N:12]=1. Reported procedure: The title compound was prepared in analogous manners as described in example 9) from 3,4-difluorophenol and (4-chloro-6-methyl-pyrimidin-2-yl)-[3-methoxy-4-(4-methyl-imidazol-1-yl)-phenyl]-amine. It was obtained in 81% yield as a pale-brown solid.